This data is from the Open Reaction Database (ORD), a public repository of structured organic reaction records. The task is: describe an organic reaction: reactants, conditions, products, and yield Reactants: COC(=O)C1CCC(Oc2cc(F)cc(F)c2)CC1, NN, O. The product is NNC(=O)C1CCC(Oc2cc(F)cc(F)c2)CC1. Reaction SMILES: [CH3:1][O:2][C:3](=[O:4])[CH:5]1[CH2:6][CH2:7][CH:8]([O:11][c:12]2[cH:13][c:14]([F:19])[cH:15][c:16]([F:18])[cH:17]2)[CH2:9][CH2:10]1.[NH2:21][NH2:22].[OH2:20]>>[O:2]=[C:3]([CH:5]1[CH2:6][CH2:7][CH:8]([O:11][c:12]2[cH:13][c:14]([F:19])[cH:15][c:16]([F:18])[cH:17]2)[CH2:9][CH2:10]1)[NH:21][NH2:22]. Reaction SMILES: [CH3:1][CH:2]1[S:6][C:5]([NH:7][C@H:8]([C:10]2[CH:15]=[CH:14][C:13]([F:16])=[CH:12][CH:11]=2)[CH3:9])=[N:4][C:3]1=[O:17].Br[C:19]1[CH:26]=[CH:25][C:22]([C:23]#[N:24])=[CH:21][CH:20]=1.CC1(C2C=CC(C#N)=CC=2)SC(N[C@H](C2C=CC=CC=2C(F)(F)F)C)=NC1=O>>[F:16][C:13]1[CH:14]=[CH:15][C:10]([C@@H:8]([NH:7][C:5]2[S:6][C:2]([C:19]3[CH:26]=[CH:25][C:22]([C:23]#[N:24])=[CH:21][CH:20]=3)([CH3:1])[C:3](=[O:17])[N:4]=2)[CH3:9])=[CH:11][CH:12]=1. Starting materials: CC1C(N=C(S1)N[C@@H](C)C1=CC=C(C=C1)F)=O (5-methyl-2-((S)-1-(4-fluorophenyl)ethylamino)thiazol-4(5H)-one), BrC1=CC=C(C#N)C=C1 (4-bromobenzonitrile), CC1(C(N=C(S1)N[C@@H](C)C1=C(C=CC=C1)C(F)(F)F)=O)C1=CC=C(C#N)C=C1 (4-(5-methyl-4-oxo-2-((S)-1-(2-(trifluoromethyl)phenyl)ethylamino)-4,5-dihydrothiazol-5-yl)benzonitrile). Yields the product FC1=CC=C(C=C1)[C@H](C)NC=1SC(C(N1)=O)(C)C1=CC=C(C#N)C=C1 (4-(2-((S)-1-(4-fluorophenyl)ethylamino)-5-methyl-4-oxo-4,5-dihydrothiazol-5-yl)benzonitrile). Procedure: The title compound was prepared from the reaction of 5-methyl-2-((S)-1-(4-fluorophenyl)ethylamino)thiazol-4(5H)-one with 4-bromobenzonitrile using the procedure described for 2a. MS (ESI, pos. ion) m/z: 354 (M+1). Reactants: C(#N)C1=CC=C(CBr)C=C1 (4-cyanobenzyl bromide), CNCCC(=O)OC(C)(C)C (tert-butyl N-methyl-beta-alaninate). The product is C(#N)C1=CC=C(CN(CCC(=O)OC(C)(C)C)C)C=C1 (tert-butyl N-(4-cyanobenzyl)-N-methyl-beta-alaninate), oil. The yield is 89.0%. As a reaction SMILES: [C:1]([C:3]1[CH:10]=[CH:9][C:6]([CH2:7]Br)=[CH:5][CH:4]=1)#[N:2].[CH3:11][NH:12][CH2:13][CH2:14][C:15]([O:17][C:18]([CH3:21])([CH3:20])[CH3:19])=[O:16]>>[C:1]([C:3]1[CH:10]=[CH:9][C:6]([CH2:7][N:12]([CH3:11])[CH2:13][CH2:14][C:15]([O:17][C:18]([CH3:20])([CH3:19])[CH3:21])=[O:16])=[CH:5][CH:4]=1)#[N:2]. Reported procedure: The title compound was prepared following the general procedure 10, starting from 4-cyanobenzyl bromide (1.5 g, 7.7 mmol) and tert-butyl N-methyl-beta-alaninate (1.5 g, 9.2 mmol, prepared as described in Biorg. Med. Chem. (11) 2003, 3083-3099). It was isolated as a yellow oil (1.9 g, 89%). 1H NMR (DMSO-d6, 300 MHz) δ 7.78 (d, J=8.3 Hz, 2H), 7.49 (d, J=8.3 Hz, 2H), 3.55 (s, 2H), 2.60 (t, J=6.9 Hz, 2H), 2.38 (t, J=6.9 Hz, 2H), 2.11 (s, 3H), 1.39 (s, 9H). LC/MS (Method B): 275.0 (M+H)+. HPLC (Metho... Starting materials: ClC1=C(C(=O)C2CCN(CC2)C=O)C=CC(=C1)Cl (4-(2,4-dichlorobenzoyl)-1-formylpiperidine), Cl.NO (hydroxylamine hydrochloride), C(C)(=O)[O-].[NH4+] (ammonium acetate), C(C)O (ethanol). Solvent: O (water). Product: ClC1=C(C(C2CCNCC2)=NO)C=CC(=C1)Cl (4-(2,4-dichlorobenzoyl)piperidine oxime). Isolated yield 27.1%. As a reaction SMILES: [Cl:1][C:2]1[CH:17]=[C:16]([Cl:18])[CH:15]=[CH:14][C:3]=1[C:4]([CH:6]1[CH2:11][CH2:10][N:9](C=O)[CH2:8][CH2:7]1)=O.Cl.[NH2:20][OH:21].C([O-])(=O)C.[NH4+].C(O)C>O>[Cl:1][C:2]1[CH:17]=[C:16]([Cl:18])[CH:15]=[CH:14][C:3]=1[C:4](=[N:20][OH:21])[CH:6]1[CH2:11][CH2:10][NH:9][CH2:8][CH2:7]1 |f:1.2,3.4|. Procedure: A mixture of 105 g of 4-(2,4-dichlorobenzoyl)-1-formylpiperidine, 70 g of hydroxylamine hydrochloride, 135 g of ammonium acetate, 1.05 l of ethanol and 350 ml of water was stirred and heated at 130° for 40 hrs. The reaction mixture was evaporated and 2.0 l of water was added to the residue. The water was decanted from the oil and the oil was washed two times with 500 ml of water and dissolved in about 400 ml of dichloromethane. The insoluble material was collected. The dichloromethane extract wa... The reactants are N#Cc1cccc(Cl)n1, CCO, [H][H], N. Yields the product NCc1cccc(Cl)n1. Reaction SMILES: [C:1](#[N:2])[c:3]1[n:4][c:5]([Cl:9])[cH:6][cH:7][cH:8]1.[CH3:13][CH2:14][OH:15].[H:11][H:12].[NH3:10]>>[CH2:1]([NH2:2])[c:3]1[n:4][c:5]([Cl:9])[cH:6][cH:7][cH:8]1. Starting materials: C(C(C)C)(=O)OC(C)OC(=O)OC1C(=O)NC(C1)=O ([(1-isobutanoyloxyethoxy)carbonyloxy]succinimide), C(OCCOC(C1=CC=CC=C1)=O)(SC)=O (O-(benzoyloxyethyl) S-methyl thiocarbonate). Product: C(C1=CC=CC=C1)(=O)OC(C)OC(=O)OC1C(=O)NC(C1)=O ([(1-benzoyloxyethoxy)carbonyloxy]succinimide). RXN SMILES: [C:1]([O:6][CH:7]([O:9][C:10]([O:12][CH:13]1[CH2:18][C:17](=[O:19])[NH:16][C:14]1=[O:15])=[O:11])[CH3:8])(=[O:5])[CH:2]([CH3:4])[CH3:3].C(=O)(SC)OCCO[C:25](=O)[C:26]1C=CC=C[CH:27]=1>>[C:1]([O:6][CH:7]([O:9][C:10]([O:12][CH:13]1[CH2:18][C:17](=[O:19])[NH:16][C:14]1=[O:15])=[O:11])[CH3:8])(=[O:5])[C:2]1[CH:4]=[CH:27][CH:26]=[CH:25][CH:3]=1. Reported procedure: Following the procedures for synthesizing [(1-isobutanoyloxyethoxy)carbonyloxy]succinimide (17) and replacing compound (2) with compound (215) affords [(1-benzoyloxyethoxy)carbonyloxy]succinimide (216). Reactants: [Br-], BrCc1ccc2ncccc2c1, CCCC[N+](CCCC)(CCCC)CCCC, [K+], [Na+], O=C([O-])O, [OH-], O=c1ccc(-c2ccccc2)n[nH]1, c1ccccc1. Product: O=c1ccc(-c2ccccc2)nn1Cc1ccc2ncccc2c1. Reaction SMILES: [Br-:33].[Br:1][CH2:2][c:3]1[cH:4][c:5]2[cH:6][cH:7][cH:8][n:9][c:10]2[cH:11][cH:12]1.[CH3:34][CH2:35][CH2:36][CH2:37][N+:38]([CH2:39][CH2:40][CH2:41][CH3:42])([CH2:43][CH2:44][CH2:45][CH3:46])[CH2:47][CH2:48][CH2:49][CH3:50].[K+:27].[Na+:32].[O-:28][C:29]([OH:30])=[O:31].[OH-:26].[c:13]1(-[c:19]2[cH:20][cH:21][c:22](=[O:25])[nH:23][n:24]2)[cH:14][cH:15][cH:16][cH:17][cH:18]1.[cH:51]1[cH:52][cH:53][cH:54][cH:55][cH:56]1>>[CH2:2]([c:3]1[cH:4][c:5]2[cH:6][cH:7][cH:8][n:9][c:10]2[cH:11][cH:12]1)[n:23]1[c:22](=[O:25])[cH:21][cH:20][c:19](-[c:13]2[cH:14][cH:15][cH:16][cH:17][cH:18]2)[n:24]1.